This data is from the Open Reaction Database (ORD), a public repository of structured organic reaction records. The task is: describe an organic reaction: reactants, conditions, products, and yield The reactants are CN1CCCC1 (1-methylpyrrolidine), CC(C)([O-])C.[K+] (potassium tertiary-butoxide), C(CCC)[Li] (n-Butyllithium), C(CCC)[Li] (n-butyllithium), C(C)C1=CC=C(C=C1)CC (1,4-diethylbenzene), C(=O)=O (dry-ice). Solvent: C(C)N(CC)CC (triethylamine), O (water). Reaction conditions: time 15 minute. The product is C(C)C1=CC=C(C=C1)C(C(=O)O)C (4-ethylphenylpropionic acid). The yield is 77.5%. As a reaction SMILES: CN1CCCC1.CC(C)([O-])C.[K+].[CH2:13]([C:15]1[CH:20]=[CH:19][C:18]([CH2:21][CH3:22])=[CH:17][CH:16]=1)[CH3:14].C([Li])CCC.[C:28](=[O:30])=[O:29]>O.C(N(CC)CC)C>[CH2:13]([C:15]1[CH:20]=[CH:19][C:18]([CH:21]([CH3:22])[C:28]([OH:30])=[O:29])=[CH:17][CH:16]=1)[CH3:14] |f:1.2|. Reported procedure: To a mixed solvent of dried 1-methylpyrrolidine (6.0 ml.) and triethylamine (10.0 ml.) were added potassium tertiary-butoxide (11.7 g., 104 mmoles), 4.15 ml. 1,4-diethylbenzene (3.60 g. 26.8 mmoles). The flask was flushed with nitrogen, and the reaction mixture was stirred in an ice-water bath for 15 minutes. n-Butyllithium (2.50M.) (8.0 ml, 20.0 mmoles) was charged dropwise into the flask over a period of 10 minutes. A red suspension developed upon additions of n-butyllithium. The mixture was s...